This data is from the Open Reaction Database (ORD), a public repository of structured organic reaction records. The task is: describe an organic reaction: reactants, conditions, products, and yield Starting materials: NCC1C(C(OC1)=O)C1=CC=CC=C1 (4-Aminomethyl-3-phenyl-dihydrofuran-2-one), C([O-])([O-])=O.[K+].[K+] (potassium carbonate), C(C1=CC=CC=C1)Br (benzyl bromide). Run in CN(C=O)C (dimethylformamide), CN(C=O)C (dimethylformamide). Yields the product C(C1=CC=CC=C1)N(CC1=CC=CC=C1)CC1C(C(OC1)=O)C1=CC=CC=C1 (4-[(N,N-Dibenzylamino)-methyl]-3-phenyl-dihydrofuran-2-one). Yield: 46.0%. Reaction SMILES: [NH2:1][CH2:2][CH:3]1[CH2:7][O:6][C:5](=[O:8])[CH:4]1[C:9]1[CH:14]=[CH:13][CH:12]=[CH:11][CH:10]=1.C(=O)([O-])[O-].[K+].[K+].[CH2:21](Br)[C:22]1[CH:27]=[CH:26][CH:25]=[CH:24][CH:23]=1>CN(C)C=O>[CH2:21]([N:1]([CH2:2][CH:3]1[CH2:7][O:6][C:5](=[O:8])[CH:4]1[C:9]1[CH:14]=[CH:13][CH:12]=[CH:11][CH:10]=1)[CH2:4][C:9]1[CH:14]=[CH:13][CH:12]=[CH:11][CH:10]=1)[C:22]1[CH:27]=[CH:26][CH:25]=[CH:24][CH:23]=1 |f:1.2.3|. Procedure: (3RS, 4RS) 4-Aminomethyl-3-phenyl-dihydrofuran-2-one (2.15 g, 0.011 mol) was added to potassium carbonate (15.5 g), benzyl bromide (6.69 ml) and dimethylformamide (10 ml) and stirred for 3 hours at 50° C. dimethylformamide was removed in vacuo and the reaction was dispersed between ethyl acetate (40 ml) and water (60 ml), the aqueous phase was washed with ethyl acetate (2×30 ml) and the organic layers were combined and washed with brine solution (100 ml) and dried over MgSO4. The solvent was rem... The reactants are C(C)OC(CC1C2=C(B(O1)O)C=C(C=C2COC)O)=O ((1,6-dihydroxy-4-methoxymethyl-1,3-dihydro-benzo[c][1,2]oxaborol-3-yl)-acetic acid ethyl ester), C(=O)([O-])[O-].[Cs+].[Cs+] (Cs2CO3), BrC=1N=CC(=NC1)C(=O)N (5-bromo-pyrazine-2-carboxylic acid amide). Solvent: CN(C)C=O (DMF). Run at temperature 80 celsius. Product: C(C)OC(CC1C2=C(B(O1)O)C=C(C=C2C)OC2=NC=C(N=C2)C(N)=O)=O ([6-(5-Carbamoyl-pyrazin-2-yloxy)-1-hydroxy-4-methyl-1,3-dihydro-benzo[c][1,2]oxaborol-3-yl]-acetic acid ethyl ester). Yield: 49.4%. As a reaction SMILES: [CH2:1]([O:3][C:4](=[O:20])[CH2:5][CH:6]1[O:10][B:9]([OH:11])[C:8]2[CH:12]=[C:13]([OH:19])[CH:14]=[C:15]([CH2:16]OC)[C:7]1=2)[CH3:2].C([O-])([O-])=O.[Cs+].[Cs+].Br[C:28]1[N:29]=[CH:30][C:31]([C:34]([NH2:36])=[O:35])=[N:32][CH:33]=1>CN(C=O)C>[CH2:1]([O:3][C:4](=[O:20])[CH2:5][CH:6]1[O:10][B:9]([OH:11])[C:8]2[CH:12]=[C:13]([O:19][C:28]3[CH:33]=[N:32][C:31]([C:34](=[O:35])[NH2:36])=[CH:30][N:29]=3)[CH:14]=[C:15]([CH3:16])[C:7]1=2)[CH3:2] |f:1.2.3|. Reported procedure: A suspension of (1,6-dihydroxy-4-methoxymethyl-1,3-dihydro-benzo[c][1,2]oxaborol-3-yl)-acetic acid ethyl ester (150 mg, 0.600 mmol) and Cs2CO3 (430 mg, 1.32 mmol) in DMF (4 mL) was treated with 5-bromo-pyrazine-2-carboxylic acid amide (158 mg, 0.780 mmol) at room temperature and the reaction was heated to 80° C. for 2 h. The reaction mixture was concentrated to dryness. The residue was diluted with water and adjusted to pH 2 with 1N HCl. The aqueous phase was extracted with ethyl acetate. The or... The reactants are S(=O)(=O)(O[O-])[O-].[K+].[K+] (potassium peroxymonosulfate), O (water), ClCCCCN1C(SC(C1=O)(C)C)C (3-(4-chlorobutyl)-2,5,5-trimethyl-4-thiazolidinone). Run in C(C)O (ethanol). Run at time 22 hour. Product: ClCCCCN1C(S(C(C1=O)(C)C)(=O)=O)C (3-(4-Chlorobutyl)-2,5,5-trimethyl-1,1-dioxo-4-thiazolidinone). The yield is 62.4%. RXN SMILES: [S:1]([O-:6])(O[O-])(=O)=[O:2].[K+].[K+].O.[Cl:10][CH2:11][CH2:12][CH2:13][CH2:14][N:15]1[C:19](=[O:20])[C:18]([CH3:22])([CH3:21])S[CH:16]1[CH3:23]>C(O)C>[Cl:10][CH2:11][CH2:12][CH2:13][CH2:14][N:15]1[C:19](=[O:20])[C:18]([CH3:22])([CH3:21])[S:1](=[O:6])(=[O:2])[CH:16]1[CH3:23] |f:0.1.2|. Procedure details: A suspension of potassium peroxymonosulfate (32.0 g) and water (120 mL) was added to a 2° C. solution of 3-(4-chlorobutyl)-2,5,5-trimethyl-4-thiazolidinone (8.0 g) and ethanol (80 mL) over a period of 30 minutes. The cold bath was removed an the resulting mixture was stirred at room temperature for 22 hours, after which ethyl acetate (200 mL) was added. The mixture was filtered, the insolubles washed with ethyl acetate (3×30 mL), and the combined filtrates were diluted with water (200 mL). The o... Starting materials: OC1=CC(NC1C(C)C)=O (4-hydroxy-5-isopropyl-1,5-dihydro-pyrrol-2-one), C(C1=CC=CC=C1)=O (benzaldehyde), N1C=C(C2=CC=CC=C12)CCNC(C1=CC(=CC(=C1)C(F)(F)F)C(F)(F)F)=O (N-[2-(1H-Indol-3-yl)-ethyl]-3,5-bis-trifluoromethyl-benzamide). Yields the product OC1=C(C(NC1C(C)C)=O)C(C=1NC2=CC=CC=C2C1CCNC(C1=CC(=CC(=C1)C(F)(F)F)C(F)(F)F)=O)C1=CC=CC=C1 (N-(2-{2-[(4-hydroxy-5-isopropyl-2-oxo-2,5-dihydro-1H-pyrrol-3-yl)-phenyl-methyl]-1H-indol-3-yl}-ethyl)-3,5-bis-trifluoromethyl-benzamide). RXN SMILES: [OH:1][C:2]1[CH:6]([CH:7]([CH3:9])[CH3:8])[NH:5][C:4](=[O:10])[CH:3]=1.[CH:11](=O)[C:12]1[CH:17]=[CH:16][CH:15]=[CH:14][CH:13]=1.[NH:19]1[C:27]2[C:22](=[CH:23][CH:24]=[CH:25][CH:26]=2)[C:21]([CH2:28][CH2:29][NH:30][C:31](=[O:46])[C:32]2[CH:37]=[C:36]([C:38]([F:41])([F:40])[F:39])[CH:35]=[C:34]([C:42]([F:45])([F:44])[F:43])[CH:33]=2)=[CH:20]1>>[OH:1][C:2]1[CH:6]([CH:7]([CH3:9])[CH3:8])[NH:5][C:4](=[O:10])[C:3]=1[CH:11]([C:12]1[CH:17]=[CH:16][CH:15]=[CH:14][CH:13]=1)[C:20]1[NH:19][C:27]2[C:22]([C:21]=1[CH2:28][CH2:29][NH:30][C:31](=[O:46])[C:32]1[CH:33]=[C:34]([C:42]([F:43])([F:44])[F:45])[CH:35]=[C:36]([C:38]([F:41])([F:39])[F:40])[CH:37]=1)=[CH:23][CH:24]=[CH:25][CH:26]=2. Reported procedure: Using general procedure C, 4-hydroxy-5-isopropyl-1,5-dihydro-pyrrol-2-one (Lit. 11) was reacted with benzaldehyde and N-[2-(1H-Indol-3-yl)-ethyl]-3,5-bis-trifluoromethyl-benzamide to give N-(2-{2-[(4-hydroxy-5-isopropyl-2-oxo-2,5-dihydro-1H-pyrrol-3-yl)-phenyl-methyl]-1H-indol-3-yl}-ethyl)-3,5-bis-trifluoromethyl-benzamide as a red solid. MS: 630.2 ([M+H]+). Starting materials: aqueous solution, [OH-].[Na+] (NaOH), C1CCOC1 (THF), ClC=1C=CC(=C(C1)C=1C=CC(=NC1)C(=O)NCCC(=O)OCC)CN(C)C1=CC=C(C=C1)C1=CC=C(C=C1)Cl (ethyl 3-(5-(5-chloro-2-(((4′-chloro-[1,1′-biphenyl]-4-yl)(methyl)amino)methyl)phenyl)picolinamido)propanoate). Run in CO (MeOH). The product is ClC=1C=CC(=C(C1)C=1C=CC(=NC1)C(=O)NCCC(=O)O)CN(C)C1=CC=C(C=C1)C1=CC=C(C=C1)Cl (3-(5-(5-chloro-2-(((4′-chloro-[1,1′-biphenyl]-4-yl)(methyl)amino)methyl)phenyl)picolinamido)propanoic acid). As a reaction SMILES: [OH-].[Na+].C1COCC1.[Cl:8][C:9]1[CH:10]=[CH:11][C:12]([CH2:31][N:32]([C:34]2[CH:39]=[CH:38][C:37]([C:40]3[CH:45]=[CH:44][C:43]([Cl:46])=[CH:42][CH:41]=3)=[CH:36][CH:35]=2)[CH3:33])=[C:13]([C:15]2[CH:16]=[CH:17][C:18]([C:21]([NH:23][CH2:24][CH2:25][C:26]([O:28]CC)=[O:27])=[O:22])=[N:19][CH:20]=2)[CH:14]=1>CO>[Cl:8][C:9]1[CH:10]=[CH:11][C:12]([CH2:31][N:32]([C:34]2[CH:39]=[CH:38][C:37]([C:40]3[CH:41]=[CH:42][C:43]([Cl:46])=[CH:44][CH:45]=3)=[CH:36][CH:35]=2)[CH3:33])=[C:13]([C:15]2[CH:16]=[CH:17][C:18]([C:21]([NH:23][CH2:24][CH2:25][C:26]([OH:28])=[O:27])=[O:22])=[N:19][CH:20]=2)[CH:14]=1 |f:0.1|. Procedure: A 3M aqueous solution of NaOH (0.29 mL, 0.88 mmol) was added to a THF (2 mL) and MeOH (1 mL) solution of ethyl 3-(5-(5-chloro-2-(((4′-chloro-[1,1′-biphenyl]-4-yl)(methyl)amino)methyl)phenyl)picolinamido)propanoate (165 mg, 0.29 mmol) and the resulting homogeneous mixture was stirred at room temperature. After 16 h the mixture was concentrated in vacuo, suspended in water, and acidified with 2 M HCl. The resulting precipitate was filtered off and dried in vacuo to yield the title compound. Starting materials: C(C)(C)(C)OC(NC(C(N(C)OC)=O)C1=CC(=C(C=C1)Cl)Cl)=O (rac-[(3,4-dichloro-phenyl)-(methoxy-methyl-carbamoyl)-methyl]-carbamic acid tert-butyl ester), C(C)(C)(C)OC(NC(C(N(C)OC)=O)C1=CC(=C(C=C1)Cl)Cl)=O (rac-[(3,4-dichloro-phenyl)-(methoxy-methyl-carbamoyl)-methyl]-carbamic acid tert-butyl ester), BrC1=CC(=C(C=C1)C=1C=NC=C(C1)F)C (3-(4-bromo-2-methyl-phenyl)-5-fluoro-pyridine), BrC1=CC(=C(C=C1)C=1C=NC=C(C1)F)C (3-(4-bromo-2-methyl-phenyl)-5-fluoro-pyridine). The product is C(C)(C)(C)OC(NC(C(=O)C1=CC(=C(C=C1)C=1C=NC=C(C1)F)C)C1=CC(=C(C=C1)Cl)Cl)=O (rac-[1-(3,4-Dichloro-phenyl)-2-[4-(5-fluoro-pyridin-3-yl)-3-methyl-phenyl]-2-oxo-ethyl]-carbamic acid tert-butyl ester). As a reaction SMILES: [C:1]([O:5][C:6](=[O:23])[NH:7][CH:8]([C:15]1[CH:20]=[CH:19][C:18]([Cl:21])=[C:17]([Cl:22])[CH:16]=1)[C:9](=[O:14])N(OC)C)([CH3:4])([CH3:3])[CH3:2].Br[C:25]1[CH:30]=[CH:29][C:28]([C:31]2[CH:32]=[N:33][CH:34]=[C:35]([F:37])[CH:36]=2)=[C:27]([CH3:38])[CH:26]=1>>[C:1]([O:5][C:6](=[O:23])[NH:7][CH:8]([C:15]1[CH:20]=[CH:19][C:18]([Cl:21])=[C:17]([Cl:22])[CH:16]=1)[C:9]([C:25]1[CH:30]=[CH:29][C:28]([C:31]2[CH:32]=[N:33][CH:34]=[C:35]([F:37])[CH:36]=2)=[C:27]([CH3:38])[CH:26]=1)=[O:14])([CH3:2])([CH3:3])[CH3:4]. Procedure: The title compound was prepared from rac-[(3,4-dichloro-phenyl)-(methoxy-methyl-carbamoyl)-methyl]-carbamic acid tert-butyl ester (Intermediate 9) and 3-(4-bromo-2-methyl-phenyl)-5-fluoro-pyridine (Intermediate 12) in analogy to Example 1a): MS (ISP): 489.2 and 491.1 (M+H)+.